This data is from the Open Reaction Database (ORD), a public repository of structured organic reaction records. The task is: describe an organic reaction: reactants, conditions, products, and yield The reactants are P(OC1=CC=CC=C1)(OC1=CC=CC=C1)OC1=CC=CC=C1 (triphenyl phosphite), C(C1=CC=CC=C1)=O (benzaldehyde), CN(S(=O)(=O)N)C (N,N-dimethylsulfamide). The solvent is 130g, ClC1=CC=CC=C1 (chlorobenzene). Reaction conditions: temperature 115 celsius. The product is CN(S(=O)(=O)NC(C1=CC=CC=C1)P(OC1=CC=CC=C1)(OC1=CC=CC=C1)=O)C (Diphenyl α-dimethylaminosulfonylaminobenzylphosphonate). Isolated yield 36.0%. As a reaction SMILES: [P:1]([O:16][C:17]1[CH:22]=[CH:21][CH:20]=[CH:19][CH:18]=1)([O:9][C:10]1[CH:15]=[CH:14][CH:13]=[CH:12][CH:11]=1)[O:2]C1C=CC=CC=1.[CH:23](=O)[C:24]1[CH:29]=[CH:28][CH:27]=[CH:26][CH:25]=1.[CH3:31][N:32]([CH3:37])[S:33]([NH2:36])(=[O:35])=[O:34]>ClC1C=CC=CC=1>[CH3:31][N:32]([CH3:37])[S:33]([NH:36][CH:23]([P:1](=[O:2])([O:9][C:10]1[CH:11]=[CH:12][CH:13]=[CH:14][CH:15]=1)[O:16][C:17]1[CH:18]=[CH:19][CH:20]=[CH:21][CH:22]=1)[C:24]1[CH:29]=[CH:28][CH:27]=[CH:26][CH:25]=1)(=[O:35])=[O:34]. Reported procedure: A mixture of 0.25 mole each of triphenyl phosphite, benzaldehyde, and N,N-dimethylsulfamide in 130g of chlorobenzene is warmed at 115° C. for 1.5 hrs. After the reaction mixture cools to room temperature, 41.0g (36% yield) of crude product is isolated by filtration. It is washed with water and recrystallized from chlorobenzene, giving a white solid: mp 193°-196°; 31P nmr (DMSO-d6) -14.0 ppm(d, J = 28Hz); 1H nmr δ8.8(d of d, 1, J = 2 and 11, NH), 6.8-7.8(m, 15, aryl), 5.2(d of d, 1, J = 10 and 25... The reactants are C[C@]12CC[C@H](C1(C)C)CC2=O ((-)-camphor), C1(=CC=CC2=CC=CC=C12)[Mg]Br (1-naphthylmagnesium bromide). The solvent is C1CCOC1 (THF), C1CCOC1 (THF). Product: C1(=CC=CC2=CC=CC=C12)C1([C@]2(CCC(C1)C2(C)C)C)O ((1S)-2-(1-naphthyl)-1,7,7-trimethylbicyclo[2.2.1]heptan-2-ol). Reaction SMILES: [C:1]1([Mg]Br)[C:10]2[C:5](=[CH:6][CH:7]=[CH:8][CH:9]=2)[CH:4]=[CH:3][CH:2]=1.[CH3:13][C@@:14]12[C:22](=[O:23])[CH2:21][C@@H:17]([C:18]1([CH3:20])[CH3:19])[CH2:16][CH2:15]2>C1COCC1>[C:1]1([C:22]2([OH:23])[CH2:21][CH:17]3[C:18]([CH3:19])([CH3:20])[C@:14]2([CH3:13])[CH2:15][CH2:16]3)[C:10]2[C:5](=[CH:6][CH:7]=[CH:8][CH:9]=2)[CH:4]=[CH:3][CH:2]=1. Procedure details: The resulting THF solution of 1-naphthylmagnesium bromide was cooled to room temperature. Then, a THF (200 ml) solution of (-)-camphor (50 g, 0.328 mol) was added thereto, and the whole was heated under reflux for 72 hours. The reaction was terminated by cooling with ice-water and adding saturated ammonium chloride aq solution. Then, the organic layer was filtered off, and the solid residue was treated with 10% hydrochloric acid and extracted with diethyl ether. The combined organic layer was dr... Reactants: BrC=1C=C2C(C(NC(C2=CC1)=O)=O)=COC (6-bromo-4-methoxymethylene-4H-isoquinoline-1,3-dione), CN1CCN(CC1)C1=CC=C(C=C1)N (4-(4-methyl-piperazin-1-yl)-phenylamine), CN(C=O)C (N,N-dimethylformamide). Run at time 40 minute. The product is NC=1C=C(CN\C=C\2/C(NC(C3=CC=C(C=C23)Br)=O)=O)C=CC1 ((4Z)-4-{[(3-Aminobenzyl)amino]methylene}-6-bromoisoquinoline-1,3(2H,4H)-dione). Isolated yield 33.0%. Reaction SMILES: [Br:1][C:2]1[CH:3]=[C:4]2[C:9](=[CH:10][CH:11]=1)[C:8](=[O:12])[NH:7][C:6](=[O:13])[C:5]2=[CH:14]OC.CN1CCN([C:24]2[CH:29]=[CH:28][C:27]([NH2:30])=[CH:26][CH:25]=2)CC1.[CH3:31][N:32](C)C=O>>[NH2:30][C:27]1[CH:28]=[C:29]([CH:24]=[CH:25][CH:26]=1)[CH2:31][NH:32]/[CH:14]=[C:5]1\[C:6](=[O:13])[NH:7][C:8](=[O:12])[C:9]2[C:4]\1=[CH:3][C:2]([Br:1])=[CH:11][CH:10]=2. Procedure: A mixture of 6-bromo-4-methoxymethylene-4H-isoquinoline-1,3-dione (141 mg, 0.5 mmol), 4-(4-methyl-piperazin-1-yl)-phenylamine (61.1 mg, 0.5 mmol) in 1 mL of N,N-dimethylformamide is stirred at room temperature for 40 min. After cooling in the refrigerator, the precipitate is collected, and washed with ether to give 61 mg (33%) of yellow solid mp 214-215° C.; HRMS (ESI) m/z calcd for C17H14BrN3O2 370.01966. found 370.01900 (M+H)−1, Analysis for C17H14BrN3O2 (0.33H2O); Calcd: C, 53.98; H, 3.91; N,... The reactants are COC1=CC=C(C=2C=3CCN(C(C3N(C12)C)=O)C)C(=O)O (8-methoxy-2,9-dimethyl-1-oxo-1,2,3,4-tetrahydro-β-carboline-5-carboxylic acid), C1=CC(=CC=C1[N+](=O)[O-])O (p-nitrophenol), CCN=C=NCCCN(C)C.Cl (EDCl), O (water). The reagents and catalysts are CN(C)C=1C=CN=CC1 (DMAP). Solvent: C1CCOC1 (THF). Product: COC1=CC=C(C=2C=3CCN(C(C3N(C12)C)=O)C)C(=O)OC1=CC=C(C=C1)[N+](=O)[O-] (p-nitrophenyl 8-methoxy-2,9-dimethyl-1-oxo-1,2,3,4-tetrahydro-β-carboline-5-carboxylate). Reaction SMILES: [CH3:1][O:2][C:3]1[C:15]2[N:14]([CH3:16])[C:13]3[C:12](=[O:17])[N:11]([CH3:18])[CH2:10][CH2:9][C:8]=3[C:7]=2[C:6]([C:19]([OH:21])=[O:20])=[CH:5][CH:4]=1.[CH:22]1[C:27]([N+:28]([O-:30])=[O:29])=[CH:26][CH:25]=[C:24](O)[CH:23]=1.CCN=C=NCCCN(C)C.Cl.O>CN(C1C=CN=CC=1)C.C1COCC1>[CH3:1][O:2][C:3]1[C:15]2[N:14]([CH3:16])[C:13]3[C:12](=[O:17])[N:11]([CH3:18])[CH2:10][CH2:9][C:8]=3[C:7]=2[C:6]([C:19]([O:21][C:24]2[CH:23]=[CH:22][C:27]([N+:28]([O-:30])=[O:29])=[CH:26][CH:25]=2)=[O:20])=[CH:5][CH:4]=1 |f:2.3|. Reported procedure: A solution of 8-methoxy-2,9-dimethyl-1-oxo-1,2,3,4-tetrahydro-β-carboline-5-carboxylic acid (from step 5) (1 mmol), p-nitrophenol (1.5 mmol), EDCl (1.5 mmol) and DMAP (0.1 mmol) in dry THF was stirred at r.t. for 18 h. Minimum water was then added and the precipitated p-nitrophenylester was filtered and washed with water and dried (50-60%). Starting materials: BrN1C(CCC1=O)=O (N-bromosuccinimide), BrC=1C=C(C=CC1)C(C(C)(C)O)S(=O)(=O)N (1-(3-bromophenyl)-2-hydroxy-2-methylpropane-1-sulfonamide), C[Si](C)(C)[N-][Si](C)(C)C.[Na+] (sodium bis(trimethylsilyl)amide), C1(CCCCC1)N=C=S (cyclohexyl isothiocyanate), solution. Run in O (water), CN1CCCC1=O (NMP). Run at time 20 minute. The product is BrC=1C=C(C=CC1)C1S(N=C(OC1(C)C)NC1CCCCC1)(=O)=O ([5-(3-Bromophenyl)-6,6-dimethyl-4,4-dioxo-5,6-dihydro-4H-4lambda6-1,4,3-oxathiazin-2-yl]cyclohexylamine). Yield: 30.5%. Reaction SMILES: [Br:1][C:2]1[CH:3]=[C:4]([CH:8]([S:13]([NH2:16])(=[O:15])=[O:14])[C:9]([OH:12])([CH3:11])[CH3:10])[CH:5]=[CH:6][CH:7]=1.[CH:17]1([N:23]=[C:24]=S)[CH2:22][CH2:21][CH2:20][CH2:19][CH2:18]1.C[Si]([N-][Si](C)(C)C)(C)C.[Na+].BrN1C(=O)CCC1=O>CN1C(=O)CCC1.O>[Br:1][C:2]1[CH:3]=[C:4]([CH:8]2[C:9]([CH3:10])([CH3:11])[O:12][C:24]([NH:23][CH:17]3[CH2:22][CH2:21][CH2:20][CH2:19][CH2:18]3)=[N:16][S:13]2(=[O:14])=[O:15])[CH:5]=[CH:6][CH:7]=1 |f:2.3|. Procedure: A solution of 1.00 g of 1-(3-bromophenyl)-2-hydroxy-2-methylpropane-1-sulfonamide and 0.483 g of cyclohexyl isothiocyanate in 7 ml of NMP was admixed with 1.62 ml of a 2 N solution of sodium bis(trimethylsilyl)amide. After stirring for 20 minutes, 578 mg of N-bromosuccinimide were added and the mixture was stirred at room temperature for a further 60 minutes. The reaction solution was admixed with 150 ml of water and extracted twice with 150 ml of ethyl acetate. The combined organic phases were ... Reactants: CCO, O=[N+]([O-])c1cnc2[nH]ccc2c1NC1CCCCC1, O, O, Cl[Sn]Cl. Product: Nc1cnc2[nH]ccc2c1NC1CCCCC1. Reaction SMILES: [CH3:25][CH2:26][OH:27].[CH:1]1([NH:7][c:8]2[c:9]3[c:10]([n:11][cH:12][c:13]2[N+:14]([O-:15])=[O:16])[nH:17][cH:18][cH:19]3)[CH2:2][CH2:3][CH2:4][CH2:5][CH2:6]1.[OH2:20].[OH2:21].[Sn:22]([Cl:23])[Cl:24]>>[CH:1]1([NH:7][c:8]2[c:9]3[c:10]([n:11][cH:12][c:13]2[NH2:14])[nH:17][cH:18][cH:19]3)[CH2:2][CH2:3][CH2:4][CH2:5][CH2:6]1. Starting materials: C1(CC1)COC1=C(C=CC(=N1)C(=O)O)N1C(CCC1)=O (6-cyclopropylmethoxy-5-(2-oxo-pyrrolidin-1-yl)-pyridine-2-carboxylic acid), CC(N)(C=1OC=CN1)C (α,α-dimethyl-2-oxazolemethanamine). Yields the product CC(C)(C=1OC=CN1)NC(=O)C1=NC(=C(C=C1)N1C(CCC1)=O)OCC1CC1 (6-Cyclopropylmethoxy-5-(2-oxo-pyrrolidin-1-yl)-pyridine-2-carboxylic acid (1-methyl-1-oxazol-2-yl-ethyl)-amide). RXN SMILES: [CH:1]1([CH2:4][O:5][C:6]2[N:11]=[C:10]([C:12]([OH:14])=O)[CH:9]=[CH:8][C:7]=2[N:15]2[CH2:19][CH2:18][CH2:17][C:16]2=[O:20])[CH2:3][CH2:2]1.[CH3:21][C:22]([CH3:29])([C:24]1[O:25][CH:26]=[CH:27][N:28]=1)[NH2:23]>>[CH3:21][C:22]([NH:23][C:12]([C:10]1[CH:9]=[CH:8][C:7]([N:15]2[CH2:19][CH2:18][CH2:17][C:16]2=[O:20])=[C:6]([O:5][CH2:4][CH:1]2[CH2:2][CH2:3]2)[N:11]=1)=[O:14])([C:24]1[O:25][CH:26]=[CH:27][N:28]=1)[CH3:29]. Procedure: The title compound was synthesized in analogy to Example 1, using 6-cyclopropylmethoxy-5-(2-oxo-pyrrolidin-1-yl)-pyridine-2-carboxylic acid and α,α-dimethyl-2-oxazolemethanamine (CAN 1211519-76-4) as starting materials, MS (EI): m/e=358.2 [M+H]+. As a reaction SMILES: [F:1][C:2]1[CH:3]=[C:4]2[C:8](=[C:9]([N+:11]([O-])=O)[CH:10]=1)[NH:7][C:6]([C:14]1[CH:19]=[CH:18][CH:17]=[CH:16][CH:15]=1)=[CH:5]2.C([N:27]1[CH2:32][CH2:31][CH2:30][CH2:29][C:28]1=O)(OC(C)(C)C)=O>>[F:1][C:2]1[CH:3]=[C:4]2[C:8](=[C:9]([NH:11][CH:30]3[CH2:31][CH2:32][NH:27][CH2:28][CH2:29]3)[CH:10]=1)[NH:7][C:6]([C:14]1[CH:19]=[CH:18][CH:17]=[CH:16][CH:15]=1)=[CH:5]2. Procedure details: 5-Fluoro-7-nitro-2-phenyl-1H-indole prepared in Preparation 25 and 1-BOC-piperidinone were reacted according to the same procedure as Example 90 to give the title compound. Reactants: FC=1C=C2C=C(NC2=C(C1)[N+](=O)[O-])C1=CC=CC=C1 (5-Fluoro-7-nitro-2-phenyl-1H-indole), C(=O)(OC(C)(C)C)N1C(CCCC1)=O (1-BOC-piperidinone). The product is FC=1C=C2C=C(NC2=C(C1)NC1CCNCC1)C1=CC=CC=C1 ((5-Fluoro-2-phenyl-1H-indol-7-yl)-piperidin-4-yl-amine). Reactants: C(C(=O)Cl)(=O)Cl (oxalyl chloride), C(=O)(O)C1=CN(C=C1)C1=NC=CC2=CC=CC=C12 (3-carboxy-1-(isoquinol-1-yl)-1H-pyrrole). The solvent is ClCCl (dichloromethane). Run at temperature 20 celsius, time 0.5 hour. The product is Cl.ClC(=O)C1=CN(C=C1)C1=NC=CC2=CC=CC=C12 (3-chlorocarbonyl-1-(isoquinol-1-yl)-1H-pyrrole hydrochloride). The yield is 100.8%. RXN SMILES: [C:1](Cl)(=O)[C:2]([Cl:4])=[O:3].C([C:10]1C=[CH:13][N:12]([C:15]2[C:24]3[C:19](=[CH:20][CH:21]=[CH:22][CH:23]=3)[CH:18]=[CH:17][N:16]=2)[CH:11]=1)(O)=O>ClCCl>[ClH:4].[Cl:4][C:2]([C:1]1[CH:10]=[CH:11][N:12]([C:15]2[C:24]3[C:19](=[CH:20][CH:21]=[CH:22][CH:23]=3)[CH:18]=[CH:17][N:16]=2)[CH:13]=1)=[O:3] |f:3.4|. Reported procedure: 0.4 mL (4.5 mmol) of oxalyl chloride is added at 20° C. under an argon atmosphere to 0.58 g (2.2 mmol) of 3-carboxy-1-(isoquinol-1-yl)-1H-pyrrole dissolved in 45 mL of dichloromethane. After stirring at 20° C. for 0.5 hour, the reaction mixture is concentrated to dryness under reduced pressure (2.7 kPa) to give 0.65 g of 3-chlorocarbonyl-1-(isoquinol-1-yl)-1H-pyrrole hydrochloride in the form of a beige-coloured solid which is used directly in the following step. Reactants: O=P12OP3(=O)OP(=O)(O1)OP(=O)(O2)O3 (phosphorus pentoxide), C(C)OC([C@@H](NC(C=C)=O)C)=O (N-acryloylalanine ethyl ester), [OH-].[K+] (potassium hydroxide). The solvent is C(Cl)(Cl)Cl (chloroform). Yields the product C(C)OC1=C(N=C(O1)C=C)C (5-ethoxy-4-methyl-2-vinyloxazole). Reaction SMILES: O=P12OP3(OP(OP(O3)(O1)=O)(=O)O2)=O.[CH2:15]([O:17][C:18](=[O:26])[C@H:19]([CH3:25])[NH:20][C:21](=O)[CH:22]=[CH2:23])[CH3:16].[OH-].[K+]>C(Cl)(Cl)Cl>[CH2:15]([O:17][C:18]1[O:26][C:21]([CH:22]=[CH2:23])=[N:20][C:19]=1[CH3:25])[CH3:16] |f:2.3|. Procedure: To a suspension of 1.0 mole of phosphorus pentoxide in 300 ml. of dry chloroform is added dropwise with stirring a solution of 0.5 mole of N-acryloylalanine ethyl ester. The reaction mixture is heated at gentle reflux for 5 hours and then cooled. To the cooled mixture is added with rapid stirring 750 ml. of 20% aqueous potassium hydroxide. After stirring at room temperature for 1 hour, the chloroform layer is separated and the aqueous layer extracted with 2×200 ml. of chloroform. The combined ch...